This data is from the Open Reaction Database (ORD), a public repository of structured organic reaction records. The task is: describe an organic reaction: reactants, conditions, products, and yield Starting materials: N=1SN=C2C1C=CC(=C2)OC2=C(C(=O)O)C=CC=N2 (2-(benzo[2,1,3]thiadiazol-5-yloxy)-nicotinic acid), COC(COC1=CC(=C(C=C1)CN)F)=O ((4-aminomethyl-3-fluoro-phenoxy)-acetic acid methyl ester), C(C)(C)(C)OC(C(C)OC1=CC(=C(C=C1)CN)F)=O ((+)-2-(4-aminomethyl-3-fluoro-phenoxy)-propionic acid tert-butyl ester), O1COC2=C1C=CC(=C2)OC2=C(C(=O)O)C=CC=N2 (2-(benzo-[1,3]-dioxol-5-yloxy)-nicotinic acid). Yields the product C(C)(C)(C)OC(C(C)OC1=CC(=C(C=C1)CNC(=O)C=1C(=NC=CC1)OC1=CC=2C(=NSN2)C=C1)F)=O ((±)-2-[4-({[2-(Benzo[2,1,3]thiadiazol-5-yloxy)-pyridine-3-carbonyl]-amino}-methyl)-3-fluoro-phenoxy]-propionic acid tert-butyl ester). As a reaction SMILES: [N:1]1[S:2][N:3]=[C:4]2[CH:9]=[C:8]([O:10][C:11]3[N:19]=[CH:18][CH:17]=[CH:16][C:12]=3[C:13]([OH:15])=O)[CH:7]=[CH:6][C:5]=12.[C:20]([O:24][C:25](=[O:38])[CH:26]([O:28][C:29]1[CH:34]=[CH:33][C:32]([CH2:35][NH2:36])=[C:31]([F:37])[CH:30]=1)[CH3:27])([CH3:23])([CH3:22])[CH3:21].O1C2C=CC(OC3N=CC=CC=3C(O)=O)=CC=2OC1.COC(=O)COC1C=CC(CN)=C(F)C=1>>[C:20]([O:24][C:25](=[O:38])[CH:26]([O:28][C:29]1[CH:34]=[CH:33][C:32]([CH2:35][NH:36][C:13]([C:12]2[C:11]([O:10][C:8]3[CH:7]=[CH:6][C:5]4=[N:1][S:2][N:3]=[C:4]4[CH:9]=3)=[N:19][CH:18]=[CH:17][CH:16]=2)=[O:15])=[C:31]([F:37])[CH:30]=1)[CH3:27])([CH3:21])([CH3:22])[CH3:23]. Procedure: The compound of Formula (5.0.27) was prepared in a manner analogous to that described in Preparation 20, substituting 2-(benzo[2,1,3]thiadiazol-5-yloxy)-nicotinic acid and (+)-2-(4-aminomethyl-3-fluoro-phenoxy)-propionic acid tert-butyl ester for the corresponding 2-(benzo-[1,3]-dioxol-5-yloxy)-nicotinic acid and (4-aminomethyl-3-fluoro-phenoxy)-acetic acid methyl ester materials, respectively.